This data is from the Open Reaction Database (ORD), a public repository of structured organic reaction records. The task is: describe an organic reaction: reactants, conditions, products, and yield The reactants are FC1=C(C(=CC=C1)OC)OC (3-fluoroveratrole), ClCOCCl (monochloromethyl ether), FC1=C(C=O)C=CC(=C1OC)OC (2-fluoroveratraldehyde). Run in C(C)(=O)O (acetic acid). Product: FC1=C(CCl)C=CC(=C1OC)OC (2-fluoro-3,4-dimethoxybenzyl chloride). RXN SMILES: [F:1][C:2]1[C:9]([O:10][CH3:11])=[C:8]([O:12][CH3:13])[CH:7]=[CH:6][C:3]=1[CH:4]=O.FC1C=CC=C(OC)C=1OC.[Cl:25]COCCl>C(O)(=O)C>[F:1][C:2]1[C:9]([O:10][CH3:11])=[C:8]([O:12][CH3:13])[CH:7]=[CH:6][C:3]=1[CH2:4][Cl:25]. Procedure: The 2-fluoroveratraldehyde used as indicated above is prepared as follows: 3-fluoroveratrole is reacted with monochloromethyl ether in glacial acetic acid to give 2-fluoro-3,4-dimethoxybenzyl chloride which is treated with hexamethylenetetramine in chloroform followed by refluxing in 50% acetic acid to yield the 2-fluoroveratraldehyde. Starting materials: CN(C)CCCCl, Cl, [H-], [H][H], O=[N+]([O-])c1ccc2c(c1)CCN2, [Na+], CN(C)C=O. The product is CN(C)CCCN1CCc2cc([N+](=O)[O-])ccc21. As a reaction SMILES: [CH3:18][N:19]([CH2:20][CH2:21][CH2:22][Cl:23])[CH3:24].[ClH:17].[H-:14].[H:15][H:16].[N+:1](=[O:2])([O-:3])[c:4]1[cH:5][c:6]2[c:10]([cH:11][cH:12]1)[NH:9][CH2:8][CH2:7]2.[Na+:13].[O:25]=[CH:26][N:27]([CH3:28])[CH3:29]>>[N+:1](=[O:2])([O-:3])[c:4]1[cH:5][c:6]2[c:10]([cH:11][cH:12]1)[N:9]([CH2:22][CH2:21][CH2:20][N:19]([CH3:18])[CH3:24])[CH2:8][CH2:7]2. Starting materials: Cl, Cl, O=[N+]([O-])N(c1ccccc1)[N+](=O)[O-], Nc1ccc([N+](=O)[O-])cc1[N+](=O)[O-], O. Product: Nc1c(Cl)cc([N+](=O)[O-])cc1[N+](=O)[O-]. Reaction SMILES: [Cl:28].[ClH:14].[N+:15]([N:16]([N+:17]([O-:18])=[O:19])[c:20]1[cH:21][cH:22][cH:23][cH:24][cH:25]1)([O-:26])=[O:27].[NH2:1][c:2]1[cH:3][cH:4][c:5]([N+:11]([O-:12])=[O:13])[cH:6][c:7]1[N+:8]([O-:9])=[O:10].[OH2:29]>>[NH2:1][c:2]1[c:3]([Cl:14])[cH:4][c:5]([N+:11]([O-:12])=[O:13])[cH:6][c:7]1[N+:8]([O-:9])=[O:10]. Starting materials: C(C1=CC=CC=C1)OC(=O)N1CC2(CCN(CC2)C(=O)[C@@H](COCC2=CC=CC=C2)NC(C(C)(C)NC(=O)OC(C)(C)C)=O)C2=CC=CC=C12 (N-[1(R)-[(1,2-Dihydro-1-benzyloxycarbonyl-spiro[3H-indole-3,4'-piperidin]-1'-yl)carbonyl]-2-(phenylmethyloxy)ethyl]-[[(1,1-dimethylethyloxy)carbonyl]amino]-2-methylpropanamide), [H][H] (hydrogen). Reagents/catalysts: [OH-].[Pd+2].[OH-] (palladium hydroxide). The solvent is C(C)O (ethanol). Product: N1(CCC2(CC1)CNC1=CC=CC=C12)C(=O)[C@@H](COCC1=CC=CC=C1)NC(C(C)(C)NC(=O)OC(C)(C)C)=O (N-[1(R)-[(1,2-Dihydro-spiro[3H-indole-3,4'-piperidin]-1'-yl)carbonyl]-2-(phenylmethyloxy)ethyl]-[[(1,1-dimethylethoxy)carbonyl]amino]-2-methylpropanamide). The yield is 72.0%. RXN SMILES: C(OC([N:11]1[C:50]2[C:45](=[CH:46][CH:47]=[CH:48][CH:49]=2)[C:13]2([CH2:18][CH2:17][N:16]([C:19]([C@H:21]([NH:31][C:32](=[O:44])[C:33]([NH:36][C:37]([O:39][C:40]([CH3:43])([CH3:42])[CH3:41])=[O:38])([CH3:35])[CH3:34])[CH2:22][O:23][CH2:24][C:25]3[CH:30]=[CH:29][CH:28]=[CH:27][CH:26]=3)=[O:20])[CH2:15][CH2:14]2)[CH2:12]1)=O)C1C=CC=CC=1.[H][H]>C(O)C.[OH-].[Pd+2].[OH-]>[N:16]1([C:19]([C@H:21]([NH:31][C:32](=[O:44])[C:33]([NH:36][C:37]([O:39][C:40]([CH3:43])([CH3:42])[CH3:41])=[O:38])([CH3:35])[CH3:34])[CH2:22][O:23][CH2:24][C:25]2[CH:30]=[CH:29][CH:28]=[CH:27][CH:26]=2)=[O:20])[CH2:17][CH2:18][C:13]2([C:45]3[C:50](=[CH:49][CH:48]=[CH:47][CH:46]=3)[NH:11][CH2:12]2)[CH2:14][CH2:15]1 |f:3.4.5|. Reported procedure: To a solution of 8.10 g of the intermediate obtained from Step A in 80 mL of ethanol was added 1 g of 20% palladium hydroxide/C and hydrogenated with hydrogen balloon for 1 h. The catalyst was filtered off through a pad of celite and washed with ethyl acetate. The filtrate was concentrated to give 4.69 g of the product as a colorless foam. The reactants are CC(=O)O, CCOC(=O)c1cn(C2CC2)c2c(OC(F)F)c(F)c(F)c(N)c2c1=O, O, O=S(=O)(O)O. The product is Nc1c(F)c(F)c(OC(F)F)c2c1c(=O)c(C(=O)O)cn2C1CC1. RXN SMILES: [CH3:27][C:28](=[O:29])[OH:30].[NH2:1][c:2]1[c:3]2[c:4](=[O:26])[c:5]([C:21](=[O:22])[O:23][CH2:24][CH3:25])[cH:6][n:7]([CH:18]3[CH2:19][CH2:20]3)[c:8]2[c:9]([O:14][CH:15]([F:16])[F:17])[c:10]([F:13])[c:11]1[F:12].[OH2:36].[S:31](=[O:32])(=[O:33])([OH:34])[OH:35]>>[NH2:1][c:2]1[c:3]2[c:4](=[O:26])[c:5]([C:21](=[O:22])[OH:23])[cH:6][n:7]([CH:18]3[CH2:19][CH2:20]3)[c:8]2[c:9]([O:14][CH:15]([F:16])[F:17])[c:10]([F:13])[c:11]1[F:12]. Starting materials: FC(C(=O)O)(F)F (Trifluoroacetic acid), solution, NC1=NC2=CC(=CC=C2C2=C1N=C1N2CCN(C1)C(=O)OC(C)(C)C)OCC1=CC=CC=C1 (tert-butyl 6-amino-3-benzyloxy-10,11-dihydropyrazino[1′,2′:1,2]imidazo[4,5-c]quinoline-9(8H)-carboxylate). Run in ClCCl (dichloromethane). Run at time 8 hour. Yields the product C(C1=CC=CC=C1)OC1=CC=C2C3=C(C(=NC2=C1)N)N=C1N3CCNC1 (3-benzyloxy-8,9,10,11-tetrahydropyrazino[1′,2′:1,2]imidazo[4,5-c]quinolin-6-amine), crude mixture. RXN SMILES: FC(F)(F)C(O)=O.[NH2:8][C:9]1[C:18]2[N:19]=[C:20]3[CH2:25][N:24](C(OC(C)(C)C)=O)[CH2:23][CH2:22][N:21]3[C:17]=2[C:16]2[C:11](=[CH:12][C:13]([O:33][CH2:34][C:35]3[CH:40]=[CH:39][CH:38]=[CH:37][CH:36]=3)=[CH:14][CH:15]=2)[N:10]=1>ClCCl>[CH2:34]([O:33][C:13]1[CH:12]=[C:11]2[C:16]([C:17]3[N:21]4[CH2:22][CH2:23][NH:24][CH2:25][C:20]4=[N:19][C:18]=3[C:9]([NH2:8])=[N:10]2)=[CH:15][CH:14]=1)[C:35]1[CH:36]=[CH:37][CH:38]=[CH:39][CH:40]=1. Procedure: Trifluoroacetic acid (10 mL of a 10% solution in dichloromethane) was added to tert-butyl 6-amino-3-benzyloxy-10,11-dihydropyrazino[1′,2′:1,2]imidazo[4,5-c]quinoline-9(8H)-carboxylate (0.550 g, 1.23 mmol), and the reaction was stirred at ambient temperature overnight. The solvent was removed under reduced pressure, and the residue was treated with hydrogen chloride (4 N in 1,4-dioxane). The solvent was removed under reduced pressure, and the residue was dissolved in methanol. Ammonia gas was bub... Starting materials: OC1[C@H](O)[C@@H](O)[C@@H](O)[C@@H](O1)CO (Alt), C([O-])([O-])=O.[Na+].[Na+] (Sodium carbonate), N[C@H]1[C@@H](CCCC1)N (trans-1,2-diaminocyclohexane), ClNCCN(Cl)C(C)=O (N,N'-dichloroacetylethylenediamine), ether-amide. Run in C(C)#N (acetonitrile). Product: ClNCCN(Cl)C(C)=O (N,N'-dichloroacetylethylenediamine), O=C1CNC2CCCCC2NCC(NCCN1)=O (4,9-dioxo-2,5,8,11-tetra-azabicyclo[10,4,0]-hexadecane). As a reaction SMILES: C(=O)([O-])[O-].[Na+].[Na+].[NH2:7][C@@H:8]1[CH2:13][CH2:12][CH2:11][CH2:10][C@H:9]1[NH2:14].[Cl:15][NH:16][CH2:17][CH2:18][N:19]([C:21](=[O:23])[CH3:22])[Cl:20].[OH:24][CH:25]1O[C@@H](CO)[C@H](O)[C@H](O)[C@H:26]1O>C(#N)C>[Cl:15][NH:16][CH2:17][CH2:18][N:19]([C:21](=[O:23])[CH3:22])[Cl:20].[O:23]=[C:21]1[NH:19][CH2:18][CH2:17][NH:16][C:25](=[O:24])[CH2:26][NH:14][CH:9]2[CH:8]([CH2:13][CH2:12][CH2:11][CH2:10]2)[NH:7][CH2:22]1 |f:0.1.2|. Procedure details: Sodium carbonate (226 g., 2.13 mol.) and trans-1,2-diaminocyclohexane (14.1 ml., 117 mmol.) were added to a solution of N,N'-dichloroacetylethylenediamine (25 g., 117 mmol.) in dry acetonitrile (3.75 l.) under nitrogen. N,N'-dichloroacetylethylenediamine was prepared as reported by Lin W.C., Fiqueira, J. A. D and Alt, H. G. in "New multidentate potential inophors of ether-amide type", Monat. Chem., 1985, 116, 217-221. The reaction mixture was refluxed for 20 hours. The insoluble material formed ...